Dataset: the Open Reaction Database (ORD), a public repository of structured organic reaction records. Task: describe an organic reaction: reactants, conditions, products, and yield Reactants: c1ccc2c(c1)Cc1ccccc1-2, [Li]CCCC, CC1=Cc2cccc([Si](C)(C)Cl)c2C1, N#C[Cu], O. Product: CC1=Cc2cccc([Si](C)(C)C3c4ccccc4-c4ccccc43)c2C1. RXN SMILES: [CH2:1]1[c:2]2[cH:3][cH:4][cH:5][cH:6][c:7]2-[c:8]2[cH:9][cH:10][cH:11][cH:12][c:13]21.[CH3:14][CH2:15][CH2:16][CH2:17][Li:18].[Cl:22][Si:23]([c:24]1[cH:25][cH:26][cH:27][c:28]2[c:32]1[CH2:31][C:30]([CH3:33])=[CH:29]2)([CH3:34])[CH3:35].[Cu:19][C:20]#[N:21].[OH2:36]>>[CH:1]1([Si:23]([c:24]2[cH:25][cH:26][cH:27][c:28]3[c:32]2[CH2:31][C:30]([CH3:33])=[CH:29]3)([CH3:34])[CH3:35])[c:2]2[cH:3][cH:4][cH:5][cH:6][c:7]2-[c:8]2[cH:9][cH:10][cH:11][cH:12][c:13]21.